This data is from the Open Reaction Database (ORD), a public repository of structured organic reaction records. The task is: describe an organic reaction: reactants, conditions, products, and yield The reactants are NC1=C(C(=O)OCCOC)C=C(C=C1C)C#N (2-methoxyethyl 2-amino-5-cyano-3-methylbenzoate), CN (methylamine). Reagents/catalysts: C[O-].[Na+] (sodium methoxide). Yields the product NC1=C(C(=O)NC)C=C(C=C1C)C#N (2-amino-5-cyano-N,3-dimethylbenzamide). The yield is 97.9%. RXN SMILES: [NH2:1][C:2]1[C:14]([CH3:15])=[CH:13][C:12]([C:16]#[N:17])=[CH:11][C:3]=1[C:4]([O:6]CCOC)=O.[CH3:18][NH2:19]>C[O-].[Na+]>[NH2:1][C:2]1[C:14]([CH3:15])=[CH:13][C:12]([C:16]#[N:17])=[CH:11][C:3]=1[C:4]([NH:19][CH3:18])=[O:6] |f:2.3|. Procedure details: The above-described method (Example 3) was repeated to stir 2-methoxyethyl 2-amino-5-cyano-3-methylbenzoate (200 mg, 0.81 mmol) with methylamine (5.40 g, 69.5 mmol, 40% in methanol) and one drop of sodium methoxide (30% in methanol) at room temperature for 18 hours. The entire reaction batch was vacuum distilled and following purification by column chromatography, 2-amino-5-cyano-N,3-dimethylbenzamide (150 mg, 95.0% of theory, 97.8 area % LC) was obtained as a pale brown solid.